Dataset: the Open Reaction Database (ORD), a public repository of structured organic reaction records. Task: describe an organic reaction: reactants, conditions, products, and yield Reactants: NC(CNC([C@H](COC(C)(C)C)NC([C@H](C)N(C(=O)[C@@H](NC([C@@H](NC([C@@H](NC([C@@H](NC([C@@H](N(C(CNC([C@@H](N(C([C@@H](NC(CNC(OC(C)(C)C)=O)=O)C)=O)C)CC1=CC=CC=C1)=O)=O)C)CC(C)C)=O)C)=O)C(C)C)=O)CC1=CC=CC=C1)=O)CC(SCC1=CC=CC=C1)=O)C)=O)=O)=O (S-Benzyl (9S,12S,18S,21S,24S,27S,30S)-30-(((S)-1-(((S)-1-((2-amino-2-oxoethyl)amino)-3-(tert-butoxy)-1-oxopropan-2-yl)amino)-1-oxopropan-2-yl)(methyl)carbamoyl)-12,27-dibenzyl-18-isobutyl-24-isopropyl-2,2,9,11,17,21-hexamethyl-4,7,10,13,16,19,22,25,28-nonaoxo-3-oxa-5,8,11,14,17,20,23,26,29-nonaazadotriacontane-32-thioate), C(=O)(C(F)(F)F)O (TFA). The solvent is ClCCl (dichloromethane). Run at time 1.5 hour. Yields the product NCC(N[C@H](C(N([C@H](C(NCC(N([C@H](C(N[C@H](C(N[C@H](C(N[C@H](C(N[C@@H](CC(SCC1=CC=CC=C1)=O)C(N(C)[C@H](C(=O)N[C@H](C(=O)NCC(=O)N)CO)C)=O)=O)CC1=CC=CC=C1)=O)C(C)C)=O)C)=O)CC(C)C)C)=O)=O)CC1=CC=CC=C1)C)=O)C)=O (S-benzyl (4S,7S,13S,16S,19S,22S,25S)-1-amino-25-(((S)-1-(((S)-1-((2-amino-2-oxoethyl)amino)-3-hydroxy-1-oxopropan-2-yl)amino)-1-oxopropan-2-yl)(methyl)carbamoyl)-7,22-dibenzyl-13-isobutyl-19-isopropyl-4,6,12,16-tetramethyl-2,5,8,11,14,17,20,23-octaoxo-3,6,9,12,15,18,21,24-octaazaheptacosane-27-thioate). The yield is 69.9%. RXN SMILES: [NH2:1][C:2](=[O:100])[CH2:3][NH:4][C:5](=[O:99])[C@@H:6]([NH:13][C:14](=[O:98])[C@@H:15]([N:17]([CH3:97])[C:18]([C@H:20]([CH2:86][C:87](=[O:96])[S:88][CH2:89][C:90]1[CH:95]=[CH:94][CH:93]=[CH:92][CH:91]=1)[NH:21][C:22](=[O:85])[C@H:23]([CH2:78][C:79]1[CH:84]=[CH:83][CH:82]=[CH:81][CH:80]=1)[NH:24][C:25](=[O:77])[C@H:26]([CH:74]([CH3:76])[CH3:75])[NH:27][C:28](=[O:73])[C@H:29]([CH3:72])[NH:30][C:31](=[O:71])[C@H:32]([CH2:67][CH:68]([CH3:70])[CH3:69])[N:33]([CH3:66])[C:34](=[O:65])[CH2:35][NH:36][C:37](=[O:64])[C@H:38]([CH2:57][C:58]1[CH:63]=[CH:62][CH:61]=[CH:60][CH:59]=1)[N:39]([CH3:56])[C:40](=[O:55])[C@H:41]([CH3:54])[NH:42][C:43](=[O:53])[CH2:44][NH:45]C(=O)OC(C)(C)C)=[O:19])[CH3:16])[CH2:7][O:8]C(C)(C)C.C(O)(C(F)(F)F)=O>ClCCl>[NH2:45][CH2:44][C:43](=[O:53])[NH:42][C@@H:41]([CH3:54])[C:40](=[O:55])[N:39]([CH3:56])[C@@H:38]([CH2:57][C:58]1[CH:63]=[CH:62][CH:61]=[CH:60][CH:59]=1)[C:37](=[O:64])[NH:36][CH2:35][C:34](=[O:65])[N:33]([CH3:66])[C@@H:32]([CH2:67][CH:68]([CH3:70])[CH3:69])[C:31](=[O:71])[NH:30][C@@H:29]([CH3:72])[C:28](=[O:73])[NH:27][C@@H:26]([CH:74]([CH3:75])[CH3:76])[C:25](=[O:77])[NH:24][C@@H:23]([CH2:78][C:79]1[CH:84]=[CH:83][CH:82]=[CH:81][CH:80]=1)[C:22](=[O:85])[NH:21][C@H:20]([C:18](=[O:19])[N:17]([C@@H:15]([CH3:16])[C:14]([NH:13][C@@H:6]([CH2:7][OH:8])[C:5]([NH:4][CH2:3][C:2]([NH2:1])=[O:100])=[O:99])=[O:98])[CH3:97])[CH2:86][C:87](=[O:96])[S:88][CH2:89][C:90]1[CH:95]=[CH:94][CH:93]=[CH:92][CH:91]=1. Procedure: S-Benzyl (9S,12S,18S,21S,24S,27S,30S)-30-(((S)-1-(((S)-1-((2-amino-2-oxoethyl)amino)-3-(tert-butoxy)-1-oxopropan-2-yl)amino)-1-oxopropan-2-yl)(methyl)carbamoyl)-12,27-dibenzyl-18-isobutyl-24-isopropyl-2,2,9,11,17,21-hexamethyl-4,7,10,13,16,19,22,25,28-nonaoxo-3-oxa-5,8,11,14,17,20,23,26,29-nonaazadotriacontane-32-thioate (Compound P-146) (11.8 mg, 0.0083 mmol) was dissolved in dichloromethane (150 μL), TFA (75.0 μL, 0.973 mmol) was added and the mixture was stirred at room temperature for 1.5 ho... Starting materials: C(CCCCCC)(=O)O (heptanoic acid), ClCC(=O)OC(CCl)=O (monochloroacetic anhydride), C1(=CC=CC=C1)OC (anisole). The solvent is ClC(C)Cl (dichloroethane). Yields the product COC1=CC=C(C=C1)C(CCCCCC)=O (4-methoxy-1-heptanoyl-benzene). Isolated yield 84.0%. Reaction SMILES: [C:1]([OH:9])(=O)[CH2:2][CH2:3][CH2:4][CH2:5][CH2:6][CH3:7].ClCC(OC(=O)CCl)=O.[C:19]1([O:25][CH3:26])[CH:24]=[CH:23][CH:22]=[CH:21][CH:20]=1>ClC(Cl)C>[CH3:26][O:25][C:19]1[CH:24]=[CH:23][C:22]([C:1](=[O:9])[CH2:2][CH2:3][CH2:4][CH2:5][CH2:6][CH3:7])=[CH:21][CH:20]=1. Procedure: In 40 ml of dichloroethane were dissolved 6.51 g (0.05 mole) of heptanoic acid and 10.26 g (0.06 mole) of monochloroacetic anhydride. To the resulting solution were added 7.57 g (0.07 mole) of anisole and 0.9 g of boron trifluoride-acetic acid complex and the resulting mixture was then stirred at refluxing for 8 hours. After completion of the reaction, the reaction solution was cooled and washed successively with water, 5% aqueous sodium carbonate solution and water. The organic layer was concen... Reactants: C(C)OC(=O)C1(CC2=CC=CC=C2C1)NC(=O)C1=C(C=NC=C1)N(C)C(C)C (2-{[3-(Isopropyl-methyl-amino)-pyridine-4-carbonyl]-amino}-indan-2-carboxylic acid ethyl ester), O1CCOCC1 (1,4-dioxane), CO (MeOH), LiOH monohydrate, EtOAc heptanes. The solvent is O (water). Reaction conditions: time 4 day. Yields the product C(C)(C)N(C=1C=NC=CC1C(=O)NC1(CC2=CC=CC=C2C1)C(=O)O)C (2-{[3-(Isopropyl-methyl-amino)-pyridine-4-carbonyl]-amino}-indan-2-carboxylic acid). Yield: 88.0%. Reaction SMILES: C([O:3][C:4]([C:6]1([NH:15][C:16]([C:18]2[CH:23]=[CH:22][N:21]=[CH:20][C:19]=2[N:24]([CH:26]([CH3:28])[CH3:27])[CH3:25])=[O:17])[CH2:14][C:13]2[C:8](=[CH:9][CH:10]=[CH:11][CH:12]=2)[CH2:7]1)=[O:5])C.O1CCOCC1.CO>O>[CH:26]([N:24]([CH3:25])[C:19]1[CH:20]=[N:21][CH:22]=[CH:23][C:18]=1[C:16]([NH:15][C:6]1([C:4]([OH:5])=[O:3])[CH2:7][C:8]2[C:13](=[CH:12][CH:11]=[CH:10][CH:9]=2)[CH2:14]1)=[O:17])([CH3:28])[CH3:27]. Procedure: 2-{[3-(Isopropyl-methyl-amino)-pyridine-4′-carbonyl]-amino}-indan-2-carboxylic acid ethyl ester 357, 270 mg, 0.71 mmol) is charged with 1,4-dioxane (3 mL) and MeOH (3 mL). A stirring bar is added and stirring is initiated. After dissolution, water (1.5 mL) is added followed by the LiOH monohydrate (75 mg, 1.94 mmol). After 4 days, tlc analysis (silica, 50% EtOAc/heptanes) indicates that the starting material is completely consumed. Amberlyst highly acidic exchange resin (0.5 g) is added to the r... Reactants: ClC1=CC(=CC(=N1)N[C@@H](C)C1=CC=C(C=C1)F)C=1C=NN(C1)COCC[Si](C)(C)C ((S)-6-Chloro-N-[1-(4-fluorophenyl)ethyl]-4-(1-{[2-(trimethylsilyl)ethoxy]methyl}-1H-pyrazol-4-yl)pyridine-2-amine), NC1=NC=CN=C1 (2-aminopyrazine), C1(CCCCC1)P(C1=C(C=CC=C1)C1=C(C=C(C=C1C(C)C)C(C)C)C(C)C)C1CCCCC1 (2-dicyclohexylphosphino-2′,4′,6′-triisopropylbiphenyl), CC(C)([O-])C.[Na+] (sodium t-butoxide), tris(dibenzylideneacetone)(chloroform)dipalladium. Reaction conditions: temperature 100 celsius, time 1 hour. The product is FC1=CC=C(C=C1)[C@H](C)NC1=NC(=CC(=C1)C=1C=NN(C1)COCC[Si](C)(C)C)NC1=NC=CN=C1 ((S)—N2-[1-(4-Fluorophenyl)ethyl]-N6-(pyrazin-2-yl)-4-(1-{[2-(trimethylsilyl)ethoxy]methyl}-1H-pyrazol-4-yl)pyridine-2,6-diamine). The yield is 91.0%. RXN SMILES: Cl[C:2]1[N:7]=[C:6]([NH:8][C@H:9]([C:11]2[CH:16]=[CH:15][C:14]([F:17])=[CH:13][CH:12]=2)[CH3:10])[CH:5]=[C:4]([C:18]2[CH:19]=[N:20][N:21]([CH2:23][O:24][CH2:25][CH2:26][Si:27]([CH3:30])([CH3:29])[CH3:28])[CH:22]=2)[CH:3]=1.[NH2:31][C:32]1[CH:37]=[N:36][CH:35]=[CH:34][N:33]=1.C1(P(C2CCCCC2)C2C=CC=CC=2C2C(C(C)C)=CC(C(C)C)=CC=2C(C)C)CCCCC1.CC(C)([O-])C.[Na+]>>[F:17][C:14]1[CH:15]=[CH:16][C:11]([C@@H:9]([NH:8][C:6]2[CH:5]=[C:4]([C:18]3[CH:19]=[N:20][N:21]([CH2:23][O:24][CH2:25][CH2:26][Si:27]([CH3:30])([CH3:29])[CH3:28])[CH:22]=3)[CH:3]=[C:2]([NH:31][C:32]3[CH:37]=[N:36][CH:35]=[CH:34][N:33]=3)[N:7]=2)[CH3:10])=[CH:12][CH:13]=1 |f:3.4|. Procedure details: 68 mg of (S)-6-chloro-N-[1-(4-fluorophenyl)ethyl]-4-(1-{[2-(trimethylsilyl)ethoxy]methyl}-1H-pyrazol-4-yl)pyridine-2-amine obtained by Step 3, 17 mg of 2-aminopyrazine, 15 mg of 2-dicyclohexylphosphino-2′,4′,6′-triisopropylbiphenyl, 21 mg of sodium t-butoxide and 8 mg of tris(dibenzylideneacetone)(chloroform)dipalladium were added in turn, and the mixture was stirred at 100° C. for 1 hour under argon atmosphere. The reaction solution was purified by silica gel column chromatography to obtain 70 ... The reactants are ClC=1C=CC(=C(C(=O)C2=C(C=CC=C2)F)C1)N1C=NC=C1 (5-chloro-2'-fluoro-2-(imidazol-1-yl)benzophenone), C=O (formaldehyde). Yields the product ClC=1C=CC(=C(C(=O)C2=C(C=CC=C2)F)C1)N1C(=NC=C1)CO (5-chloro-2'-fluoro-2-[2-(hydroxymethyl)imidazol-1-yl]benzophenone). Reaction SMILES: [Cl:1][C:2]1[CH:3]=[CH:4][C:5]([N:17]2[CH:21]=[CH:20][N:19]=[CH:18]2)=[C:6]([CH:16]=1)[C:7]([C:9]1[CH:14]=[CH:13][CH:12]=[CH:11][C:10]=1[F:15])=[O:8].[CH2:22]=[O:23]>>[Cl:1][C:2]1[CH:3]=[CH:4][C:5]([N:17]2[CH:21]=[CH:20][N:19]=[C:18]2[CH2:22][OH:23])=[C:6]([CH:16]=1)[C:7]([C:9]1[CH:14]=[CH:13][CH:12]=[CH:11][C:10]=1[F:15])=[O:8]. Reported procedure: In the manner given in Example 1, 5-chloro-2'-fluoro-2-(imidazol-1-yl)benzophenone is heated in a bomb with 37% aqueous formaldehyde solution to give 5-chloro-2'-fluoro-2-[2-(hydroxymethyl)imidazol-1-yl]benzophenone.